Task: describe an organic reaction: reactants, conditions, products, and yield. Dataset: the Open Reaction Database (ORD), a public repository of structured organic reaction records Starting materials: O=S(=O)(Cl)c1cc(Cl)ccc1Cl, NCC(O)(Cn1cncn1)c1ccc(Cl)cc1Cl. Product: O=S(=O)(NCC(O)(Cn1cncn1)c1ccc(Cl)cc1Cl)c1cc(Cl)ccc1Cl. As a reaction SMILES: [Cl:19][c:20]1[c:21]([S:27](=[O:28])(=[O:29])[Cl:30])[cH:22][c:23]([Cl:26])[cH:24][cH:25]1.[Cl:1][c:2]1[c:3]([C:9]([CH2:10][n:11]2[n:12][cH:13][n:14][cH:15]2)([CH2:16][NH2:17])[OH:18])[cH:4][cH:5][c:6]([Cl:8])[cH:7]1>>[Cl:1][c:2]1[c:3]([C:9]([CH2:10][n:11]2[n:12][cH:13][n:14][cH:15]2)([CH2:16][NH:17][S:27]([c:21]2[c:20]([Cl:19])[cH:25][cH:24][c:23]([Cl:26])[cH:22]2)(=[O:28])=[O:29])[OH:18])[cH:4][cH:5][c:6]([Cl:8])[cH:7]1. The reactants are [BH4-], CC(=O)O, C1CCOC1, CON=C(C)C=NO, Cl[Co]Cl, [Na+], [Na+], [OH-], O, O, O, O, O, O, O, O=C1NC(=O)C(=Cc2ccc(OCC(O)c3ccccc3)cc2)S1. Product: O=C1NC(=O)C(Cc2ccc(OCC(O)c3ccccc3)cc2)S1. As a reaction SMILES: [BH4-:34].[C:52]([OH:53])(=[O:54])[CH3:55].[CH2:36]1[O:37][CH2:38][CH2:39][CH2:40]1.[CH3:26][O:27][N:28]=[C:29]([CH3:30])[CH:31]=[N:32][OH:33].[Co:49]([Cl:50])[Cl:51].[Na+:35].[Na+:42].[OH-:41].[OH2:25].[OH2:43].[OH2:44].[OH2:45].[OH2:46].[OH2:47].[OH2:48].[OH:1][CH:2]([CH2:3][O:4][c:5]1[cH:6][cH:7][c:8]([CH:9]=[C:10]2[C:11](=[O:16])[NH:12][C:13](=[O:15])[S:14]2)[cH:17][cH:18]1)[c:19]1[cH:20][cH:21][cH:22][cH:23][cH:24]1>>[OH:1][CH:2]([CH2:3][O:4][c:5]1[cH:6][cH:7][c:8]([CH2:9][CH:10]2[C:11](=[O:16])[NH:12][C:13](=[O:15])[S:14]2)[cH:17][cH:18]1)[c:19]1[cH:20][cH:21][cH:22][cH:23][cH:24]1. The reactants are O=CC1CCN(Cc2ccccc2)CC1, COc1cc2c(cc1OC)C(=O)CC2, CC(C)[N-]C(C)C, [Li+]. RXN SMILES: [CH2:15]([c:16]1[cH:17][cH:18][cH:19][cH:20][cH:21]1)[N:22]1[CH2:23][CH2:24][CH:25]([CH:28]=[O:29])[CH2:26][CH2:27]1.[CH3:1][O:2][c:3]1[cH:4][c:5]2[c:9]([cH:10][c:11]1[O:12][CH3:13])[C:8](=[O:14])[CH2:7][CH2:6]2.[CH:30]([N-:31][CH:32]([CH3:33])[CH3:34])([CH3:35])[CH3:36].[Li+:37]>>[CH3:1][O:2][c:3]1[cH:4][c:5]2[c:9]([cH:10][c:11]1[O:12][CH3:13])[C:8](=[O:14])[CH:7]([CH2:28][CH:25]1[CH2:24][CH2:23][N:22]([CH2:15][c:16]3[cH:17][cH:18][cH:19][cH:20][cH:21]3)[CH2:27][CH2:26]1)[CH2:6]2. Product: COc1cc2c(cc1OC)C(=O)C(CC1CCN(Cc3ccccc3)CC1)C2. The reactants are C(C)(C)N(C(C)C)CC (N,N-diisopropylethylamine), COC1=CC=C(OCCCNCC2=CC(=CC=C2)O[Si](C)(C)C(C)(C)C)C=C1 (N-3-(4-methoxyphenoxy)propyl-3-tert-butyldimethylsilyloxybenzylamine), ClC=1OC2=C(N1)C=CC=C2 (2-chlorobenzoxazole). The solvent is CN(C=O)C (N,N-dimethylformamide). Run at time 15 minute. Yields the product O1C(=NC2=C1C=CC=C2)N(CCCOC2=CC=C(C=C2)OC)CC2=CC(=CC=C2)O[Si](C)(C)C(C)(C)C (N-(Benzoxazol-2-yl)-N-3-(4-methoxyphenoxy)propyl-3-tert-butyldimethylsilyloxybenzylamine). As a reaction SMILES: [CH3:1][O:2][C:3]1[CH:28]=[CH:27][C:6]([O:7][CH2:8][CH2:9][CH2:10][NH:11][CH2:12][C:13]2[CH:18]=[CH:17][CH:16]=[C:15]([O:19][Si:20]([C:23]([CH3:26])([CH3:25])[CH3:24])([CH3:22])[CH3:21])[CH:14]=2)=[CH:5][CH:4]=1.C(N(CC)C(C)C)(C)C.Cl[C:39]1[O:40][C:41]2[CH:47]=[CH:46][CH:45]=[CH:44][C:42]=2[N:43]=1>CN(C)C=O>[O:40]1[C:41]2[CH:47]=[CH:46][CH:45]=[CH:44][C:42]=2[N:43]=[C:39]1[N:11]([CH2:12][C:13]1[CH:18]=[CH:17][CH:16]=[C:15]([O:19][Si:20]([C:23]([CH3:24])([CH3:25])[CH3:26])([CH3:21])[CH3:22])[CH:14]=1)[CH2:10][CH2:9][CH2:8][O:7][C:6]1[CH:5]=[CH:4][C:3]([O:2][CH3:1])=[CH:28][CH:27]=1. Procedure details: N-3-(4-methoxyphenoxy)propyl-3-tert-butyldimethylsilyloxybenzylamine (1.9 g, 5.0 mmol) was dissolved in N,N-dimethylformamide (3.0 mL). Subsequently, N,N-diisopropylethylamine (768 mg, 5.9 mmol) was added dropwise thereto. To the solution, 2-chlorobenzoxazole (912 mg, 5.94 mmol) was added. The mixture was stirred for 15 minutes at room temperature, and then stirred overnight at 70° C. The resultant mixture was extracted with ethyl acetate, followed by washing the organic layer with brine, drying... Reactants: CC1=C(C(=C2C(=N1)SC1=C2CCCC1)C1=CC=C(C=C1)C)C(C(=O)OC)CCC (methyl [2-methyl-4-p-tolyl-5,6,7,8-tetrahydro[1]benzothieno[2,3-b]pyridin-3-yl]pentanoate), [OH-].[Na+] (sodium hydroxide). Solvent: CO (methanol), C(C)O (ethanol). Yields the product CC1=C(C(=C2C(=N1)SC1=C2CCCC1)C1=CC=C(C=C1)C)C(C(=O)O)CCC (2-[2-Methyl-4-p-tolyl-5,6,7,8-tetrahydro[1]benzothieno[2,3-b]pyridin-3-yl]pentanoic acid). Yield: 56.0%. Reaction SMILES: [CH3:1][C:2]1[N:7]=[C:6]2[S:8][C:9]3[CH2:14][CH2:13][CH2:12][CH2:11][C:10]=3[C:5]2=[C:4]([C:15]2[CH:20]=[CH:19][C:18]([CH3:21])=[CH:17][CH:16]=2)[C:3]=1[CH:22]([CH2:27][CH2:28][CH3:29])[C:23]([O:25]C)=[O:24].[OH-].[Na+]>CO.C(O)C>[CH3:1][C:2]1[N:7]=[C:6]2[S:8][C:9]3[CH2:14][CH2:13][CH2:12][CH2:11][C:10]=3[C:5]2=[C:4]([C:15]2[CH:16]=[CH:17][C:18]([CH3:21])=[CH:19][CH:20]=2)[C:3]=1[CH:22]([CH2:27][CH2:28][CH3:29])[C:23]([OH:25])=[O:24] |f:1.2|. Procedure: To a solution of methyl [2-methyl-4-p-tolyl-5,6,7,8-tetrahydro[1]benzothieno[2,3-b]pyridin-3-yl]pentanoate (0.100 g; 0.245 mmol) in methanol (5 mL) and ethanol (2.5 mL) was added a 5% sodium hydroxide solution (6.6 mL; 8.250 mmol). The reaction mixture was heated under reflux for 4 h. After cooling to room temperature, the reaction mixture was concentrated under reduced pressure. The residue was suspended in water, acidified with 1N HCl (pH˜2) and extracted with ethyl acetate. The organic layer ... Yields the product CCOC(=O)C(=Cc1ccc(OCc2nc(-c3ccccc3C)oc2C)cc1C)OCC. Starting materials: O=C([O-])[O-], CCOC(=O)C(=Cc1ccc(O)cc1C)OCC, Cc1ccccc1-c1nc(CCl)c(C)o1, [Cs+], [Cs+], [I-], [K+]. As a reaction SMILES: [C:34](=[O:35])([O-:36])[O-:37].[CH2:1]([CH3:2])[O:3][C:4]([C:5](=[CH:6][c:7]1[c:8]([CH3:14])[cH:9][c:10]([OH:13])[cH:11][cH:12]1)[O:15][CH2:16][CH3:17])=[O:18].[Cl:19][CH2:20][c:21]1[n:22][c:23](-[c:27]2[c:28]([CH3:33])[cH:29][cH:30][cH:31][cH:32]2)[o:24][c:25]1[CH3:26].[Cs+:38].[Cs+:39].[I-:41].[K+:40]>>[CH2:1]([CH3:2])[O:3][C:4]([C:5](=[CH:6][c:7]1[c:8]([CH3:14])[cH:9][c:10]([O:13][CH2:20][c:21]2[n:22][c:23](-[c:27]3[c:28]([CH3:33])[cH:29][cH:30][cH:31][cH:32]3)[o:24][c:25]2[CH3:26])[cH:11][cH:12]1)[O:15][CH2:16][CH3:17])=[O:18]. Reactants: [H-].[Na+] (sodium hydride), COC(=O)NC1(CC1)C(=O)OC (Methyl 1-[(methoxycarbonyl)amino]cyclopropanecarboxylate), CI (methyl iodide). The solvent is CN(C=O)C (dimethylformamide). Reaction conditions: time 15 minute. The product is COC(=O)N(C1(CC1)C(=O)OC)C (Methyl 1-[(methoxycarbonyl)(methyl)amino]cyclopropane-carboxylate). Reaction SMILES: [H-].[Na+].[CH3:3][O:4][C:5]([NH:7][C:8]1([C:11]([O:13][CH3:14])=[O:12])[CH2:10][CH2:9]1)=[O:6].[CH3:15]I>CN(C)C=O>[CH3:3][O:4][C:5]([N:7]([CH3:15])[C:8]1([C:11]([O:13][CH3:14])=[O:12])[CH2:10][CH2:9]1)=[O:6] |f:0.1|. Reported procedure: 24.7 g of sodium hydride are added, in fractions, to a solution, cooled to 5° C., of 99.7 g of the compound obtained in Step 2 in 1.7 liters of anhydrous dimethylformamide. After 15 minutes at 5° C. and then 3 hours at ambient temperature, 38.2 ml of methyl iodide are added dropwise. After reacting for 20 hours, the mixture is evaporated. The residue is taken up in ether and then treated in conventional manner. Chromatography over silica gel (dichloromethane) allows the expected product to be is... Starting materials: C[C@H]1CN(CCN1C(=O)OCC1=CC=C(C=C1)[N+](=O)[O-])C(=O)[C@H]1N(C[C@H](C1)SC=1[C@@H]([C@H]2N(C1C(=O)OCC1=CC=C(C=C1)[N+](=O)[O-])C([C@@H]2[C@@H](C)O)=O)C)C(=O)OCC2=CC=C(C=C2)[N+](=O)[O-] (4-nitrobenzyl (1R, 5S, 6S)-2-{(2S, 4S)-2-[(3S)-3-methyl-4-(4-nitrobenzyloxycarbonyl)-1-piperazinylcarbonyl]-1-(4-nitrobenzyloxycarbonyl)pyrrolidin-4-ylthio}-6-[(1R)-1-hydroxyethyl]-1-methyl-1-carbapen-2-em-3-carboxylate), Cl (hydrochloric acid). Solvent: O1CCCC1 (tetrahydrofuran), O (water). The product is Cl.C[C@H]1CN(CCN1)C(=O)[C@H]1NC[C@H](C1)SC=1[C@@H]([C@H]2N(C1C(=O)O)C([C@@H]2[C@@H](C)O)=O)C ((1R, 5S, 6S)-2-{(2S, 4S)-2-[(3S)-3-Methyl-1-piperazinylcarbonyl]pyrrolidin-4-ylthio}-6-[(1R)-1-hydroxyethyl]-1-methyl-1-carbapen-2-em-3-carboxylic acid hydrochloride). RXN SMILES: [CH3:1][C@@H:2]1[N:7](C(OCC2C=CC([N+]([O-])=O)=CC=2)=O)[CH2:6][CH2:5][N:4]([C:21]([C@@H:23]2[CH2:27][C@H:26]([S:28][C:29]3[C@H:30]([CH3:53])[C@@H:31]4[C@@H:48]([C@H:49]([OH:51])[CH3:50])[C:47](=[O:52])[N:32]4[C:33]=3[C:34]([O:36]CC3C=CC([N+]([O-])=O)=CC=3)=[O:35])[CH2:25][N:24]2C(OCC2C=CC([N+]([O-])=O)=CC=2)=O)=[O:22])[CH2:3]1.[ClH:67]>O1CCCC1.O>[ClH:67].[CH3:1][C@@H:2]1[NH:7][CH2:6][CH2:5][N:4]([C:21]([C@@H:23]2[CH2:27][C@H:26]([S:28][C:29]3[C@H:30]([CH3:53])[C@@H:31]4[C@@H:48]([C@H:49]([OH:51])[CH3:50])[C:47](=[O:52])[N:32]4[C:33]=3[C:34]([OH:36])=[O:35])[CH2:25][NH:24]2)=[O:22])[CH2:3]1 |f:4.5|. Procedure details: 170 mg of 4-nitrobenzyl (1R, 5S, 6S)-2-{(2S, 4S)-2-[(3S)-3-methyl-4-(4-nitrobenzyloxycarbonyl)-1-piperazinylcarbonyl]-1-(4-nitrobenzyloxycarbonyl)pyrrolidin-4-ylthio}-6-[(1R)-1-hydroxyethyl]-1-methyl-1-carbapen-2-em-3-carboxylate [prepared as described in step (a) above] were dissolved in 3.5 ml of a 1:1 by volume mixture of tetrahydrofuran and water, after which 0.19 ml of 1N aqueous hydrochloric acid was added, and the mixture was hydrogenated by bubbling hydrogen through it at room temperatur...